This data is from the Open Reaction Database (ORD), a public repository of structured organic reaction records. The task is: describe an organic reaction: reactants, conditions, products, and yield Starting materials: N, CCCCC(C(=O)OCC)n1cncn1. The product is CCCCC(C(N)=O)n1cncn1. Reaction SMILES: [NH3:16].[n:1]1([CH:6]([C:7](=[O:8])[O:9][CH2:10][CH3:11])[CH2:12][CH2:13][CH2:14][CH3:15])[n:2][cH:3][n:4][cH:5]1>>[n:1]1([CH:6]([C:7](=[O:8])[NH2:16])[CH2:12][CH2:13][CH2:14][CH3:15])[n:2][cH:3][n:4][cH:5]1. As a reaction SMILES: [F:1][C:2]1[CH:7]=[CH:6][C:5]([OH:8])=[CH:4][CH:3]=1.Cl[S:10]([N:13]=C=O)(=[O:12])=[O:11]>C1(C)C=CC=CC=1>[F:1][C:2]1[CH:7]=[CH:6][C:5]([O:8][S:10](=[O:12])(=[O:11])[NH2:13])=[CH:4][CH:3]=1. The reactants are FC1=CC=C(C=C1)O (4-flurophenol), ClS(=O)(=O)N=C=O (chlorosulfonyl isocyanate). Reported procedure: Using the procedure of Example 84, a mixture of 11.2 g (0.1 mole) of 4-flurophenol and 9.1 ml (0.105 mole) of chlorosulfonyl isocyanate in 50 ml of toluene gave, after recrystallization from benzene, 15.0 g (79%) of the title compound as a white solid, mp 82.5°-85.5° C. Yields the product FC1=CC=C(C=C1)OS(N)(=O)=O (Sulfamic acid 4-fluorophenyl ester). Run in C1(=CC=CC=C1)C (toluene).